Dataset: the Open Reaction Database (ORD), a public repository of structured organic reaction records. Task: describe an organic reaction: reactants, conditions, products, and yield The reactants are [Cu](C#N)C#N (copper cyanide), Example 3 ( 3a ), BrC1=CC=C(S1)CO[Si](C)(C)C(C)(C)C ([(5-bromo-2-thienyl)methoxy]t-butyldimethylsilane). The product is crude product, [Si](C)(C)(C(C)(C)C)OCC1=CC=C(S1)C#N (5-({[t-Butyl(dimethyl)silyl]oxy}methyl)thiophene-2-carbonitrile). RXN SMILES: Br[C:2]1[S:6][C:5]([CH2:7][O:8][Si:9]([C:12]([CH3:15])([CH3:14])[CH3:13])([CH3:11])[CH3:10])=[CH:4][CH:3]=1.[Cu](C#N)[C:17]#[N:18]>>[Si:9]([O:8][CH2:7][C:5]1[S:6][C:2]([C:17]#[N:18])=[CH:3][CH:4]=1)([C:12]([CH3:15])([CH3:14])[CH3:13])([CH3:11])[CH3:10]. Procedure: The crude product of the title compound was synthesized by conducting the similar reaction to that mentioned in Example 3 (3a) using [(5-bromo-2-thienyl)methoxy]t-butyldimethylsilane (2.4 g, 7.8 mmol) [reference literature: Tetrahedron, vol. 39, 2531 (1983)] and copper cyanide (1.3 g, 14 mmol). Subsequently, the crude product of the title compound thus obtained was purified by chromatography on a silica gel column using a mixed solvent of ethyl acetate and hexane (1:50 to 1:7) as the eluent to a... Starting materials: COC(NC=1SC2=C(N1)C(=CC=C2C(CBr)=O)OC)=O ((7-bromoacetyl-4-methoxy-benzothiazol-2-yl)-carbamic acid methyl ester), C(C)(C)(C)OC(=O)NC(=N)N (tert-butoxycarbonylguanidine). Run in C(C)#N (acetonitril). The product is COC(NC=1SC2=C(N1)C(=CC=C2C=2N=C(NC2)NC(=O)OC(C)(C)C)OC)=O ([7-(2-tert-Butoxycarbonylamino-1H-imidazol-4-yl)-4-methoxy-benzothiazol-2-yl]-carbamic acid methyl ester). The yield is 17.0%. As a reaction SMILES: [CH3:1][O:2][C:3](=[O:20])[NH:4][C:5]1[S:6][C:7]2[C:13]([C:14](=O)[CH2:15]Br)=[CH:12][CH:11]=[C:10]([O:18][CH3:19])[C:8]=2[N:9]=1.[C:21]([O:25][C:26]([NH:28][C:29]([NH2:31])=[NH:30])=[O:27])([CH3:24])([CH3:23])[CH3:22]>C(#N)C>[CH3:1][O:2][C:3](=[O:20])[NH:4][C:5]1[S:6][C:7]2[C:13]([C:14]3[N:31]=[C:29]([NH:28][C:26]([O:25][C:21]([CH3:24])([CH3:23])[CH3:22])=[O:27])[NH:30][CH:15]=3)=[CH:12][CH:11]=[C:10]([O:18][CH3:19])[C:8]=2[N:9]=1. Procedure: 0.25 g of (7-bromoacetyl-4-methoxy-benzothiazol-2-yl)-carbamic acid methyl ester (0.0007 Mol) and 0.33 g of tert-butoxycarbonylguanidine (0.0021 Mol) were heated to reflux in acetonitril (3 ml) for 3 hrs. After evaporation of the solvent the residue was triturated with water (10 ml) and filtered. The filtrate was evaporated and the residue subjected to column chromatography (silicagel, ethyl-acetate/hexanes 1:1) to yield the title compound as a white solid (17%); F.p.: 255-265° C. Starting materials: C(C)C=1N=C2N(CCN2C2=C(C=C(C=C2C)C)C)C1C(=CCC)CCC (6-Ethyl-5-(1-propyl-but-1-enyl)-1-(2,4,6-trimethyl-phenyl)-2,3-dihydro-1H-imidazo[1,2-a]imidazole), B.C1CCOC1 (BH3-THF), CO (methanol), C(C)(=O)O (acetic acid). The solvent is O1CCCC1 (tetrahydrofuran). Reaction conditions: temperature 0 celsius. The product is C(C)C=1N=C2N(CCN2C2=C(C=C(C=C2C)C)C)C1C(CCC)CCC (6-Ethyl-5-(1-propyl-butyl)-1-(2,4,6-trimethyl-phenyl)-2,3-dihydro-1H-imidazo[1,2-a]imidazole). RXN SMILES: [CH2:1]([C:3]1[N:4]=[C:5]2[N:9]([C:10]3[C:15]([CH3:16])=[CH:14][C:13]([CH3:17])=[CH:12][C:11]=3[CH3:18])[CH2:8][CH2:7][N:6]2[C:19]=1[C:20]([CH2:24][CH2:25][CH3:26])=[CH:21][CH2:22][CH3:23])[CH3:2].B.C1COCC1.C(O)(=O)C.CO>O1CCCC1>[CH2:1]([C:3]1[N:4]=[C:5]2[N:9]([C:10]3[C:11]([CH3:18])=[CH:12][C:13]([CH3:17])=[CH:14][C:15]=3[CH3:16])[CH2:8][CH2:7][N:6]2[C:19]=1[CH:20]([CH2:21][CH2:22][CH3:23])[CH2:24][CH2:25][CH3:26])[CH3:2] |f:1.2|. Procedure: 6-Ethyl-5-(1-propyl-but-1-enyl)-1-(2,4,6-trimethyl-phenyl)-2,3-dihydro-1H-imidazo[1,2-a]imidazole (0.013 g, 0.000037 mol) in anhydrous tetrahydrofuran was treated with cold BH3-THF (0.15 mL 1.0M in tetrahydrofuran), and the mixture was heated at reflux for 1.5 h. The mixture was cooled to 0° C., treated with glacial acetic acid (0.25 mL), heated at reflux for 1.5 h, re-cooled to 0° C., treated with 1.5 mL methanol, and heated again at reflux for 1 h. Upon cooling to room temperature, the reactio...